The task is: describe an organic reaction: reactants, conditions, products, and yield. This data is from the Open Reaction Database (ORD), a public repository of structured organic reaction records. The reactants are C(=O)(OC)C1=C2C=3C(CCCC3NC2=CC=C1)=O (5-carbomethoxy-1,2-dihydro-9H-carbazol-4(3H)-one), C(C1=CC=CC=C1)Br (benzyl bromide), C([O-])([O-])=O.[K+].[K+] (potassium carbonate). Solvent: CN(C)C=O (DMF), O (H2O). Run at time 6 hour. The product is C1(=CC=CC=C1)CN1C2=CC=CC(=C2C=2C(CCCC12)=O)C(=O)OC (9-[(phenyl)methyl]-5-carbomethoxy-1,2-dihydrocarbazol-4(3H)-one). The yield is 79.4%. Reaction SMILES: [C:1]([C:5]1[CH:17]=[CH:16][CH:15]=[C:14]2[C:6]=1[C:7]1[C:8](=[O:18])[CH2:9][CH2:10][CH2:11][C:12]=1[NH:13]2)([O:3][CH3:4])=[O:2].[CH2:19](Br)[C:20]1[CH:25]=[CH:24][CH:23]=[CH:22][CH:21]=1.C(=O)([O-])[O-].[K+].[K+]>CN(C=O)C.O>[C:20]1([CH2:19][N:13]2[C:12]3[CH2:11][CH2:10][CH2:9][C:8](=[O:18])[C:7]=3[C:6]3[C:14]2=[CH:15][CH:16]=[CH:17][C:5]=3[C:1]([O:3][CH3:4])=[O:2])[CH:25]=[CH:24][CH:23]=[CH:22][CH:21]=1 |f:2.3.4|. Procedure details: A suspension of 5-carbomethoxy-1,2-dihydro-9H-carbazol-4(3H)-one (300 mg, 1.23 mM), benzyl bromide (210 mg, 1.23 mM), and potassium carbonate (170 mg, 1.23 mM) in 15 mL DMF was stirred at room temperature for 6 hours. The mixture was diluted with 80 mL H2O and chilled in the refrigerator. The resultant white precipitate was collected by filtration, washed with H2O, and dried in vacuo to afford 325 mg (79%) of the 9-[(phenyl)methyl]-5-carbomethoxy-1,2-dihydrocarbazol-4(3H)-one as a white solid. 1...